The task is: describe an organic reaction: reactants, conditions, products, and yield. This data is from the Open Reaction Database (ORD), a public repository of structured organic reaction records. The reactants are CC(=O)ON(CC(Cc1ccc(Oc2ccc(Cl)cc2)cc1)NC(=O)OC(C)(C)C)C(C)=O, C[O-], CO, [Cl-], [NH4+], [Na+]. The product is CC(=O)N(O)CC(Cc1ccc(Oc2ccc(Cl)cc2)cc1)NC(=O)OC(C)(C)C. Reaction SMILES: [C:1]([CH3:2])([CH3:3])([CH3:4])[O:5][C:6]([NH:7][CH:8]([CH2:9][c:10]1[cH:11][cH:12][c:13]([O:16][c:17]2[cH:18][cH:19][c:20]([Cl:23])[cH:21][cH:22]2)[cH:14][cH:15]1)[CH2:24][N:25]([C:26]([CH3:27])=[O:28])[O:29][C:30](=[O:31])[CH3:32])=[O:33].[CH3:34][O-:35].[CH3:39][OH:40].[Cl-:37].[NH4+:38].[Na+:36]>>[C:1]([CH3:2])([CH3:3])([CH3:4])[O:5][C:6]([NH:7][CH:8]([CH2:9][c:10]1[cH:11][cH:12][c:13]([O:16][c:17]2[cH:18][cH:19][c:20]([Cl:23])[cH:21][cH:22]2)[cH:14][cH:15]1)[CH2:24][N:25]([C:26]([CH3:27])=[O:28])[OH:29])=[O:33]. Starting materials: CCCCC(O)c1cccc(Br)c1, C1CCOC1, O=C(N=NC(=O)N1CCCCC1)N1CCCCC1, CCOC(=O)COc1ccc(O)cc1C, c1ccc(P(c2ccccc2)c2ccccc2)cc1. The product is CCCCC(Oc1ccc(OCC(=O)OCC)c(C)c1)c1cccc(Br)c1. RXN SMILES: [Br:1][c:2]1[cH:3][c:4]([CH:8]([CH2:9][CH2:10][CH2:11][CH3:12])[OH:13])[cH:5][cH:6][cH:7]1.[CH2:66]1[O:67][CH2:68][CH2:69][CH2:70]1.[N:48]([C:49]([N:50]1[CH2:51][CH2:52][CH2:53][CH2:54][CH2:55]1)=[O:56])=[N:57][C:58]([N:59]1[CH2:60][CH2:61][CH2:62][CH2:63][CH2:64]1)=[O:65].[OH:14][c:15]1[cH:16][c:17]([CH3:28])[c:18]([O:19][CH2:20][C:21](=[O:22])[O:23][CH2:24][CH3:25])[cH:26][cH:27]1.[c:29]1([P:30]([c:31]2[cH:32][cH:33][cH:34][cH:35][cH:36]2)[c:37]2[cH:38][cH:39][cH:40][cH:41][cH:42]2)[cH:43][cH:44][cH:45][cH:46][cH:47]1>>[Br:1][c:2]1[cH:3][c:4]([CH:8]([CH2:9][CH2:10][CH2:11][CH3:12])[O:13][c:15]2[cH:16][c:17]([CH3:28])[c:18]([O:19][CH2:20][C:21](=[O:22])[O:23][CH2:24][CH3:25])[cH:26][cH:27]2)[cH:5][cH:6][cH:7]1. Starting materials: O, OCC(O)C(O)C(O)CO. Yields the product O=CC(O)C(O)C(O)CO. As a reaction SMILES: [OH2:11].[OH:1][CH2:2][CH:3]([OH:4])[CH:5]([OH:6])[CH:7]([OH:8])[CH2:9][OH:10]>>[O:1]=[CH:2][CH:3]([OH:4])[CH:5]([OH:6])[CH:7]([OH:8])[CH2:9][OH:10]. The reactants are O[C@@H]1[C@@H]2[C@]3(C=CC(C=C3[C@H](C[C@H]2[C@@H]2CC[C@](C(C(O)OC([C@@H](NC([C@H]3N(CCC3)C([C@@H](NC([C@@H](NC(=O)OC(C)(C)C)C)=O)C)=O)=O)C(C)C)=O)=O)([C@]2(C1)C)OC(CC)=O)C)=O)C (N-(N-(N-(N-(1,1-Dimethylethoxycarbonyl)-L-alanyl)-L-alanyl)-L -prolyl)-L-valine [11β,21-dihydroxy-3,20-dioxo-6α-methyl-17-propionyloxy-pregna-1,4-dien-21-yl] ester), C(C)(C)N(CC)C(C)C (diisopropylethylamine), C(C(C)(C)C)(=O)Cl (pivaloyl chloride). Run in ClCCl (dichloromethane). Conditions: time 25 hour. The product is O[C@@H]1[C@@H]2[C@]3(C=CC(C=C3[C@H](C[C@H]2[C@@H]2CC[C@](C(C(O)OC([C@@H](NC([C@H]3N(CCC3)C([C@@H](NC([C@@H](NC(C(C)(C)C)=O)C)=O)C)=O)=O)C(C)C)=O)=O)([C@]2(C1)C)OC(CC)=O)C)=O)C (N-(N-(N-(N-(2,2-dimethylpropionyl)-L -alanyl)-L-alanyl)-L-prolyl)-L-valine [11β,21-dihydroxy-3,20-dioxo-6α-methyl-17-propionyloxy-pregna-1,4-dien-21-yl] ester). As a reaction SMILES: [OH:1][C@H:2]1[CH2:54][C@@:53]2([CH3:55])[C@@H:13]([CH2:14][CH2:15][C@:16]2([O:56][C:57](=[O:60])[CH2:58][CH3:59])[C:17](=[O:52])[CH:18]([O:20][C:21](=[O:51])[C@H:22]([CH:48]([CH3:50])[CH3:49])[NH:23][C:24](=[O:47])[C@@H:25]2[CH2:29][CH2:28][CH2:27][N:26]2[C:30](=[O:46])[C@H:31]([CH3:45])[NH:32][C:33](=[O:44])[C@H:34]([CH3:43])[NH:35]C(OC(C)(C)C)=O)[OH:19])[C@H:12]2[C@H:3]1[C@:4]1([CH3:63])[C:9]([C@@H:10]([CH3:61])[CH2:11]2)=[CH:8][C:7](=[O:62])[CH:6]=[CH:5]1.C(N(C(C)C)CC)(C)C.[C:73](Cl)(=[O:78])[C:74]([CH3:77])([CH3:76])[CH3:75]>ClCCl>[OH:1][C@H:2]1[CH2:54][C@@:53]2([CH3:55])[C@@H:13]([CH2:14][CH2:15][C@:16]2([O:56][C:57](=[O:60])[CH2:58][CH3:59])[C:17](=[O:52])[CH:18]([O:20][C:21](=[O:51])[C@H:22]([CH:48]([CH3:49])[CH3:50])[NH:23][C:24](=[O:47])[C@@H:25]2[CH2:29][CH2:28][CH2:27][N:26]2[C:30](=[O:46])[C@H:31]([CH3:45])[NH:32][C:33](=[O:44])[C@H:34]([CH3:43])[NH:35][C:73](=[O:78])[C:74]([CH3:77])([CH3:76])[CH3:75])[OH:19])[C@H:12]2[C@H:3]1[C@:4]1([CH3:63])[C:9]([C@@H:10]([CH3:61])[CH2:11]2)=[CH:8][C:7](=[O:62])[CH:6]=[CH:5]1. Procedure: 150 mg (0.17 mmol) of H-Ala-Ala-Pro-Val-O-MPP x TFA (Example 3) and 60 μl (0.34 mmol) of diisopropylethylamine are dissolved in 6 ml of dichloromethane, mixed with 20 μl (0.18 mmol) of pivaloyl chloride and stirred for 25 hours at room temperature. The residue that remains after removal of the solvent i.vac. is directly chromatographed. Gradient chromatography (24 g of silica gel 60, hexane→hexane/acetone 7:3) yields 102 mg (70%) of slightly contaminated N-(N-(N-(N-(2,2-dimethylpropionyl)-L -ala... Starting materials: N1(CCCCC1)CCCOC1=CC=C(C=C1)C1(CCOCC1)C#N (4-[4-(3-piperidin-1-yl-propoxy)-phenyl]-tetrahydro-pyran-4-carbonitrile), Cl (HCl). Reagents/catalysts: O=[Pt]=O (PtO2). The solvent is C(C)(C)O (isopropanol). Run at temperature 50 celsius, time 8 hour. Product: Cl.Cl.N1(CCCCC1)CCCOC1=CC=C(C=C1)C1(CCOCC1)CN ({4-[4-(3-Piperidin-1-ylpropoxy)phenyl]tetrahydropyran-4-yl}methylamine dihydrochloride), base. Yield: 44.5%. As a reaction SMILES: [N:1]1([CH2:7][CH2:8][CH2:9][O:10][C:11]2[CH:16]=[CH:15][C:14]([C:17]3([C:23]#[N:24])[CH2:22][CH2:21][O:20][CH2:19][CH2:18]3)=[CH:13][CH:12]=2)[CH2:6][CH2:5][CH2:4][CH2:3][CH2:2]1.[ClH:25]>O=[Pt]=O.C(O)(C)C>[ClH:25].[ClH:25].[N:1]1([CH2:7][CH2:8][CH2:9][O:10][C:11]2[CH:12]=[CH:13][C:14]([C:17]3([CH2:23][NH2:24])[CH2:18][CH2:19][O:20][CH2:21][CH2:22]3)=[CH:15][CH:16]=2)[CH2:2][CH2:3][CH2:4][CH2:5][CH2:6]1 |f:4.5.6|. Procedure details: A mixture of 4-[4-(3-piperidin-1-yl-propoxy)-phenyl]-tetrahydro-pyran-4-carbonitrile (1.45 g, 4.4 mmol), isopropanol (12 mL), concentrated HCl (350 μL), and PtO2 (115 mg) was stirred and hydrogenated to 50° C. overnight at atmospheric pressure. The mixture was filtrated over diatomaceous earth and concentrated. The residue was dissolved in DCM/MeOH mixture and washed with NaOH (1M). The organic layers were dried over Na2SO4, filtered and concentrated, purified by flash chromatography (10 g silic...